This data is from the Open Reaction Database (ORD), a public repository of structured organic reaction records. The task is: describe an organic reaction: reactants, conditions, products, and yield Reactants: C=CC (propylene), NC1=CC=CC=C1 (aniline), C=CC (propylene), ClC1=C(N)C=CC=C1 (2-chloroaniline), ClC1=C(N)C=CC=C1 (2-chloroaniline). The reagents and catalysts are H-Y zeolite. The product is ClC1=C(N)C(=CC=C1)C(C)C (2-chloro-6-isopropyl aniline). As a reaction SMILES: N[C:2]1[CH:7]=CC=C[CH:3]=1.C=CC.[Cl:11][C:12]1[CH:18]=[CH:17][CH:16]=[CH:15][C:13]=1[NH2:14]>>[Cl:11][C:12]1[CH:18]=[CH:17][CH:16]=[C:15]([CH:2]([CH3:7])[CH3:3])[C:13]=1[NH2:14]. Procedure details: 2-chloro-6-isopropyl aniline was prepared by the method of Example 2 using an H-Y zeolite catalyst for the condensation of aniline and propylene. 2-chloroaniline and propylene were fed to the reactor in a 1:5 mole ratio and LHSV of 0.25 based on 2-chloroaniline. The reaction was conducted at 250° C. and 1343 psig. The effluent product stream was analyzed by gas chromatography. Conversion of 2-chloroaniline was 72%. Starting materials: N(=O)[O-].[Na+] (sodium nitrite), NC(=O)N (urea), NC=1C(=C(C(=CC1)CC)N1C=NC=C1C(=O)OCC)CC (ethyl 1-(3-amino-2,6-diethylphenyl)imidazole-5-carboxylate), Br (hydrobromic acid), N(=O)[O-] (nitrite). The reagents and catalysts are [Cu](Br)Br (copper bromide). The solvent is O (water), O (water), C(C)(=O)O (acetic acid). Conditions: temperature 0 celsius, time 30 minute. Product: BrC=1C(=C(C(=CC1)CC)N1C=NC=C1C(=O)OCC)CC (ethyl 1-(3-bromo-2,6-diethylphenyl)-imidazole-5-carboxylate). The yield is 71.0%. RXN SMILES: N[C:2]1[C:3]([CH2:20][CH3:21])=[C:4]([N:10]2[C:14]([C:15]([O:17][CH2:18][CH3:19])=[O:16])=[CH:13][N:12]=[CH:11]2)[C:5]([CH2:8][CH3:9])=[CH:6][CH:7]=1.[BrH:22].N([O-])=O.[Na+].N([O-])=O.NC(N)=O>O.[Cu](Br)Br.C(O)(=O)C>[Br:22][C:2]1[C:3]([CH2:20][CH3:21])=[C:4]([N:10]2[C:14]([C:15]([O:17][CH2:18][CH3:19])=[O:16])=[CH:13][N:12]=[CH:11]2)[C:5]([CH2:8][CH3:9])=[CH:6][CH:7]=1 |f:2.3|. Procedure: 20 g (0.07 mol) of ethyl 1-(3-amino-2,6-diethylphenyl)imidazole-5-carboxylate were added to a mixture of 30 ml of concentrated hydrobromic acid, 30 ml of glacial acetic acid and 30 ml of water, the mixture was cooled to 0° C., and a solution of 12.0 g (0.17 mol) of sodium nitrite in 15 ml of water was added dropwise at this temperature. After 30 minutes at 0° C., the excess nitrite was decomposed using urea, and the solution was added dropwise at 0° C. to a copper bromide solution (prepared by c... Reactants: ice water, O=C1C2=C(N=C3N1C=C(C=C3)C#N)CCS2 (3,10-dihydro-10-oxo-1H-pyrido[1,2-a]thieno[3,2-d]pyrimidine-7-carbonitrile), [N-]=[N+]=[N-].[Na+] (sodium azide), [Cl-].[NH4+] (ammonium chloride), Cl (hydrochloric acid). The solvent is CN(C=O)C (dimethylformamide). Conditions: temperature 100 celsius, time 1 hour. The product is O=C1C2=C(N=C3N1C=C(C=C3)C3=NN=NN3)CCS2 (3,10-Dihydro-10-oxo-7-(1H-tetrazol-5-yl)-1H-pyrido[1,2-a]thieno[3,2-d]-pyrimidine). As a reaction SMILES: [O:1]=[C:2]1[N:7]2[CH:8]=[C:9]([C:12]#[N:13])[CH:10]=[CH:11][C:6]2=[N:5][C:4]2[CH2:14][CH2:15][S:16][C:3]1=2.[N-:17]=[N+:18]=[N-:19].[Na+].[Cl-].[NH4+].Cl>CN(C)C=O>[O:1]=[C:2]1[N:7]2[CH:8]=[C:9]([C:12]3[NH:19][N:18]=[N:17][N:13]=3)[CH:10]=[CH:11][C:6]2=[N:5][C:4]2[CH2:14][CH2:15][S:16][C:3]1=2 |f:1.2,3.4|. Procedure: A mixture of 3,10-dihydro-10-oxo-1H-pyrido[1,2-a]thieno[3,2-d]pyrimidine-7-carbonitrile (0.8 g., 0.003 mol), sodium azide (0.8 g., 0.012 mol) and ammonium chloride (0.07 g., 0.013 mol) in dimethylformamide (100 ml) is heated under nitrogen at 100° C. for 18 hours. The reaction mixture is cooled, poured into ice-water (750 ml), acidified with concentrated hydrochloric acid and stirred for one hour. The precipitate is filtered, washed with water and with acetone. Recrystallization from dimethylfor... Starting materials: CC(C)C1=C(C(=CC=C1)C(C)C)CC(=O)C=1C(=C(C(=CC1)C(C)C)OS(N)(=O)=O)C(C)C (Sulfamic acid[[2,6-bis(1-methylethyl)phenyl]-acetyl]-2,6-bis(1-methylethyl)phenyl ester), C(C)(C)C1=C(C(=CC=C1)C(C)C)CC(=O)O (2,6-diisopropylphenylacetic acid), CC(C)C1=C(OCC(=O)O)C(=CC(=C1)C(C)C)C(C)C ([2,4,6-tris(1-methylethyl)phenoxy]acetic acid). Product: CC(C)C1=C(OCC(=O)C=2C(=C(C(=CC2)C(C)C)OS(N)(=O)=O)C(C)C)C(=CC(=C1)C(C)C)C(C)C (Sulfamic acid[[2,4,6-tris(1-methylethyl)phenoxy]-acetyl]-2,6-bis(1-methylethyl)phenyl ester). Reaction SMILES: CC(C1C=CC=C(C(C)C)C=1[CH2:13][C:14]([C:16]1[C:17]([CH:30]([CH3:32])[CH3:31])=[C:18]([O:25][S:26](=[O:29])(=[O:28])[NH2:27])[C:19]([CH:22]([CH3:24])[CH3:23])=[CH:20][CH:21]=1)=[O:15])C.C(C1C=CC=C(C(C)C)C=1CC(O)=O)(C)C.[CH3:49][CH:50]([C:52]1[CH:62]=[C:61]([CH:63]([CH3:65])[CH3:64])[CH:60]=[C:59]([CH:66]([CH3:68])[CH3:67])[C:53]=1[O:54]CC(O)=O)[CH3:51]>>[CH3:68][CH:66]([C:59]1[CH:60]=[C:61]([CH:63]([CH3:65])[CH3:64])[CH:62]=[C:52]([CH:50]([CH3:51])[CH3:49])[C:53]=1[O:54][CH2:13][C:14]([C:16]1[C:17]([CH:30]([CH3:31])[CH3:32])=[C:18]([O:25][S:26](=[O:28])(=[O:29])[NH2:27])[C:19]([CH:22]([CH3:23])[CH3:24])=[CH:20][CH:21]=1)=[O:15])[CH3:67]. Procedure: This compound was prepared in the same manner as for the title compound of Example 1, except that 2,6-diisopropylphenylacetic acid was replaced with [2,4,6-tris(1-methylethyl)phenoxy]acetic acid, mp 126°-128° C. Procedure details: The crude compound 3-(benzyl(2-hydroxyethyl)amino)-2-chloro-propanenitrile 2b (8 g, 0.03 mol) was dissolved in 70 mL of tetrahydrofuran followed by the addition of potassium tert-butanolate (5.50 g, 0.05 mol) in an ice-water bath. The resulting solution was stirred for 2 hours, heated to reflux for 1 hour, added with 50 mL of saturated sodium carbonate solution, and extracted with ethyl acetate (40 mL×3). The combined organic phase was washed with saturated sodium chloride solution (50 mL×3), th... Conditions: time 2 hour. Reaction SMILES: [CH2:1]([N:8]([CH2:14][CH2:15][OH:16])[CH2:9][CH:10](Cl)[C:11]#[N:12])[C:2]1[CH:7]=[CH:6][CH:5]=[CH:4][CH:3]=1.C([O-])(C)(C)C.[K+].C(=O)([O-])[O-].[Na+].[Na+]>O1CCCC1>[CH2:1]([N:8]1[CH2:14][CH2:15][O:16][CH:10]([C:11]#[N:12])[CH2:9]1)[C:2]1[CH:7]=[CH:6][CH:5]=[CH:4][CH:3]=1 |f:1.2,3.4.5|. Isolated yield 44.7%. Solvent: O1CCCC1 (tetrahydrofuran). Product: C(C1=CC=CC=C1)N1CC(OCC1)C#N (4-benzylmorpholine-2-carbonitrile). Starting materials: C([O-])([O-])=O.[Na+].[Na+] (sodium carbonate), crude compound, C(C1=CC=CC=C1)N(CC(C#N)Cl)CCO (3-(benzyl(2-hydroxyethyl)amino)-2-chloro-propanenitrile), C(C)(C)(C)[O-].[K+] (potassium tert-butanolate). Run at temperature 150 celsius, time 18 hour. Reaction SMILES: ClC1N=[N:6]C(C(N)=[O:9])=C(NC2C=CC=C(C(C)C)N=2)C=1.N[C@@H]1CCCC[C@@H]1NC(=O)OC(C)(C)C.[C:36]([C:39]1[N:44]=[N:43][C:42]([NH:45][C@@H:46]2[CH2:51][CH2:50][CH2:49][CH2:48][C@@H:47]2[NH:52]C(=O)OC(C)(C)C)=[CH:41][C:40]=1[NH:60][C:61]1[CH:66]=[CH:65][CH:64]=[C:63]([CH:67]([CH3:69])[CH3:68])[N:62]=1)(=[O:38])[NH2:37].N[C@H]1CCCC[C@H]1NC1N=NC(C(N)=O)=C(NC2C=CC=C(C(C)C)N=2)C=1.C(O)(C(F)(F)F)=O>CN1CCCC1=O.ClCCl>[NH4+:6].[OH-:9].[NH2:52][C@H:47]1[CH2:48][CH2:49][CH2:50][CH2:51][C@H:46]1[NH:45][C:42]1[N:43]=[N:44][C:39]([C:36]([NH2:37])=[O:38])=[C:40]([NH:60][C:61]2[CH:66]=[CH:65][CH:64]=[C:63]([CH:67]([CH3:69])[CH3:68])[N:62]=2)[CH:41]=1 |f:7.8|. The product is [NH4+].[OH-] (NH4OH), N[C@@H]1[C@@H](CCCC1)NC1=CC(=C(N=N1)C(=O)N)NC1=NC(=CC=C1)C(C)C (6-((1R,2S)-2-aminocyclohexylamino)-4-(6-isopropylpyridin-2-ylamino)pyridazine-3-carboxamide). Solvent: CN1C(CCC1)=O (N-methyl-2-pyrrolidinone), ClCCl (dichloromethane). Procedure: To a solution of 6-chloro-4-(6-isopropylpyridin-2-ylamino)pyridazine-3-carboxamide (102 mg, 350 μmol) in N-methyl-2-pyrrolidinone (6 ml) was added tert-butyl (1S,2R)-2-aminocyclohexylcarbamate (150 mg, 699 μmol) and the mixture heated to 150° C. for 3 d. Additional tert-butyl (1S,2R)-2-aminocyclohexylcarbamate (150 mg, 699 μmol) was added and the reaction heated to 150° C. for an additional 2 d, then cooled, concentrated, and purified by chromatography (silica, 50 μm, 40 g, Analogix, 96:3.8:0.2 ... Reactants: C(N)(=O)C1=C(C=C(N=N1)N[C@H]1[C@H](CCCC1)NC(OC(C)(C)C)=O)NC1=NC(=CC=C1)C(C)C (tert-butyl (1S,2R)-2-(6-carbamoyl-5-(6-isopropylpyridin-2-ylamino)pyridazin-3-ylamino)cyclohexylcarbamate), N[C@@H]1[C@@H](CCCC1)NC1=CC(=C(N=N1)C(=O)N)NC1=NC(=CC=C1)C(C)C (6-((1R,2S)-2-aminocyclohexylamino)-4-(6-isopropylpyridin-2-ylamino)pyridazine-3-carboxamide), ClC1=CC(=C(N=N1)C(=O)N)NC1=NC(=CC=C1)C(C)C (6-chloro-4-(6-isopropylpyridin-2-ylamino)pyridazine-3-carboxamide), N[C@H]1[C@H](CCCC1)NC(OC(C)(C)C)=O (tert-butyl (1S,2R)-2-aminocyclohexylcarbamate), C(=O)(C(F)(F)F)O (TFA), N[C@H]1[C@H](CCCC1)NC(OC(C)(C)C)=O (tert-butyl (1S,2R)-2-aminocyclohexylcarbamate). Yield: 9.0%. Reactants: N1=CC=C(C=C1)N1CCN(CC1)C=C1CC=C(C=CC(=O)[O-])C=C1 (4-[[4-(4-pyridyl)piperazin-1-yl]methylene]cinnamate). Solvent: FC(C(=O)O)(F)F (trifluoroacetic acid). The product is N1=CC=C(C=C1)N1CCN(CC1)C=C1CC=C(C=CC(=O)O)C=C1 (4-[[4-(4-pyridyl)piperazin-1-yl]methylene]cinnamic acid). Yield: 104.7%. As a reaction SMILES: [N:1]1[CH:6]=[CH:5][C:4]([N:7]2[CH2:12][CH2:11][N:10]([CH:13]=[C:14]3[CH:24]=[CH:23][C:17]([CH:18]=[CH:19][C:20]([O-:22])=[O:21])=[CH:16][CH2:15]3)[CH2:9][CH2:8]2)=[CH:3][CH:2]=1>FC(F)(F)C(O)=O>[N:1]1[CH:2]=[CH:3][C:4]([N:7]2[CH2:12][CH2:11][N:10]([CH:13]=[C:14]3[CH:15]=[CH:16][C:17]([CH:18]=[CH:19][C:20]([OH:22])=[O:21])=[CH:23][CH2:24]3)[CH2:9][CH2:8]2)=[CH:5][CH:6]=1. Procedure: tButyl 4-[[4-(4-pyridyl)piperazin-1-yl]methylene]cinnamate (200 mg) was stirred in trifluoroacetic acid (5 ml) for 2 hours. The solvent was removed by evaporation and the resulting oil was titriated with anhydrous ether to give the title compound (210 mg) as a white solid: NMR (d6DMSO) δ3.05-3.25(m,4H), 3.7-4.1(bm,4H), 4.25(s,2H), 6.6(d,1H), 7.25(d,2H), 7.5(d,2H), 7.6(d,1H), 7.75(d,2H), 8.35(d,2H); m/e 324(M+H)+ ; calculated for C19H21N3O2.2CF3COOH.0.5H2O: C, 49.5; H, 4.25; N, 7.4. Found: C, 49....